From a dataset of the Open Reaction Database (ORD), a public repository of structured organic reaction records. describe an organic reaction: reactants, conditions, products, and yield Yields the product NC1=C2C=CN(C(C2=CC=C1)=O)CC=1C=NC(=CC1)C(F)(F)F (5-Amino-2-((6-(trifluoromethyl)pyridin-3-yl)methyl)isoquinolin-1(2H)-one). Run in CO (methanol). The yield is 82.5%. Reagents/catalysts: [Pd] (Palladium on charcoal). Reported procedure: Palladium on charcoal (10%) was added to the solution of 2-((6-(trifluoromethyl)pyridin-3-yl)methyl)-5-nitroisoquinolin-1(2H)-one (1.16 g, 0.00315 mol) in methanol (30 mL) and the mixture was stirred under an atmosphere of hydrogen for 40 min. The mixture was filtered through celite. The filterate was concentrated and the residue was purified by column to obtain the product as a beige solid (0.83 g). MS m/z=320.3 (M+H). Reactants: FC(C1=CC=C(C=N1)CN1C(C2=CC=CC(=C2C=C1)[N+](=O)[O-])=O)(F)F (2-((6-(trifluoromethyl)pyridin-3-yl)methyl)-5-nitroisoquinolin-1(2H)-one). RXN SMILES: [F:1][C:2]([F:25])([F:24])[C:3]1[N:8]=[CH:7][C:6]([CH2:9][N:10]2[CH:19]=[CH:18][C:17]3[C:12](=[CH:13][CH:14]=[CH:15][C:16]=3[N+:20]([O-])=O)[C:11]2=[O:23])=[CH:5][CH:4]=1>[Pd].CO>[NH2:20][C:16]1[CH:15]=[CH:14][CH:13]=[C:12]2[C:17]=1[CH:18]=[CH:19][N:10]([CH2:9][C:6]1[CH:7]=[N:8][C:3]([C:2]([F:25])([F:24])[F:1])=[CH:4][CH:5]=1)[C:11]2=[O:23]. Conditions: time 40 minute.